This data is from the Open Reaction Database (ORD), a public repository of structured organic reaction records. The task is: describe an organic reaction: reactants, conditions, products, and yield The reactants are C1(CCCCC1)OCCCCBr (4-cyclohexyloxybutyl bromide), C(C)OC(CC(=O)OCC)=O (malonic acid diethyl ester), CC[O-].[Na+] (sodium ethylate), [Na] (sodium). Solvent: C(C)O (ethanol). Conditions: temperature 60 celsius, time 3 hour. The product is C(C)OC(C(C(=O)OCC)CCCCOC1CCCCC1)=O ([4-(Cyclohexyloxy)-butyl]-malonic acid diethyl ester). As a reaction SMILES: [CH2:1]([O:3][C:4](=[O:11])[CH2:5][C:6]([O:8][CH2:9][CH3:10])=[O:7])[CH3:2].CC[O-].[Na+].[Na].[CH:17]1([O:23][CH2:24][CH2:25][CH2:26][CH2:27]Br)[CH2:22][CH2:21][CH2:20][CH2:19][CH2:18]1>C(O)C>[CH2:1]([O:3][C:4](=[O:11])[CH:5]([CH2:27][CH2:26][CH2:25][CH2:24][O:23][CH:17]1[CH2:22][CH2:21][CH2:20][CH2:19][CH2:18]1)[C:6]([O:8][CH2:9][CH3:10])=[O:7])[CH3:2] |f:1.2,^1:15|. Reported procedure: 15 g of malonic acid diethyl ester are added dropwise at 50° C. to a solution of sodium ethylate, freshly prepared from 1.5 g of sodium and 30 ml of ethanol. This temperature is maintained for 1 hour and 11.7 g of 4-cyclohexyloxybutyl bromide are then added dropwise. When the addition is complete, the mixture is stirred for 3 hours at 60° C. and is concentrated considerably, 100 ml of ice water are added to the residue and the mixture is extracted 3 times with a total of 150 ml of methylene chlo...